This data is from the Open Reaction Database (ORD), a public repository of structured organic reaction records. The task is: describe an organic reaction: reactants, conditions, products, and yield Reactants: ClC1=C(C=CC=C1)B(O)O (2-chlorophenylboronic acid), C(=O)([O-])[O-].[Na+].[Na+] (Na2CO3), C(C)(C)(C)OC(NC(=N)C=1SC(=C(C1)S(=O)(=O)C1=CC(=CC(=C1)O)Br)SC)=O ({[4-(3-bromo-5-hydroxy-benzenesulfonyl)-5-methylsulfanyl-thiophen-2-yl]-imino-methyl}-carbamic acid tert-butyl ester). The reagents and catalysts are C=1C=CC(=CC1)[P](C=2C=CC=CC2)(C=3C=CC=CC3)[Pd]([P](C=4C=CC=CC4)(C=5C=CC=CC5)C=6C=CC=CC6)([P](C=7C=CC=CC7)(C=8C=CC=CC8)C=9C=CC=CC9)[P](C=1C=CC=CC1)(C=1C=CC=CC1)C=1C=CC=CC1 (Pd(PPh3)4). Yields the product C(C)(C)(C)OC(NC(=N)C=1SC(=C(C1)S(=O)(=O)C=1C=C(C=C(C1)O)C1=C(C=CC=C1)Cl)SC)=O ({[4-(2′-Chloro-5-hydroxy-biphenyl-3-sulfonyl)-5-methylsulfanyl-thiophen-2-yl]-imino-methyl]-carbamic acid tert-butyl ester). Yield: 23.5%. RXN SMILES: [C:1]([O:5][C:6](=[O:28])[NH:7][C:8]([C:10]1[S:11][C:12]([S:26][CH3:27])=[C:13]([S:15]([C:18]2[CH:23]=[C:22]([OH:24])[CH:21]=[C:20](Br)[CH:19]=2)(=[O:17])=[O:16])[CH:14]=1)=[NH:9])([CH3:4])([CH3:3])[CH3:2].[Cl:29][C:30]1[CH:35]=[CH:34][CH:33]=[CH:32][C:31]=1B(O)O.C([O-])([O-])=O.[Na+].[Na+]>C1C=CC([P]([Pd]([P](C2C=CC=CC=2)(C2C=CC=CC=2)C2C=CC=CC=2)([P](C2C=CC=CC=2)(C2C=CC=CC=2)C2C=CC=CC=2)[P](C2C=CC=CC=2)(C2C=CC=CC=2)C2C=CC=CC=2)(C2C=CC=CC=2)C2C=CC=CC=2)=CC=1>[C:1]([O:5][C:6](=[O:28])[NH:7][C:8]([C:10]1[S:11][C:12]([S:26][CH3:27])=[C:13]([S:15]([C:18]2[CH:19]=[C:20]([C:31]3[CH:32]=[CH:33][CH:34]=[CH:35][C:30]=3[Cl:29])[CH:21]=[C:22]([OH:24])[CH:23]=2)(=[O:17])=[O:16])[CH:14]=1)=[NH:9])([CH3:4])([CH3:3])[CH3:2] |f:2.3.4,^1:48,50,69,88|. Reported procedure: Following the procedure outlined in Example 1: step c, {[4-(3-bromo-5-hydroxy-benzenesulfonyl)-5-methylsulfanyl-thiophen-2-yl]-imino-methyl}-carbamic acid tert-butyl ester (80 mg, 0.158 mmol) was reacted with 2-chlorophenylboronic acid (98.6 mg, 0.631 mmol), Na2CO3 (134 mg, 1.26 mmol), and Pd(PPh3)4 (45.5 mg, 0.039 mmol). Aqueous workup followed by SiO2 flash chromatography yielded the title compound (20 mg, 24%). The reactants are ClC=1N=CC(=NC1)C(=O)OC (methyl 5-chloropyrazine-2-carboxylate), FC(CO)(F)F (2,2,2-trifluoroethanol), C([O-])([O-])=O.[K+].[K+] (potassium carbonate). Reaction conditions: time 16 hour. The product is FC(COC=1N=CC(=NC1)C(=O)OC)(F)F (methyl 5-(2,2,2-trifluoroethoxy)pyrazine-2-carboxylate). Isolated yield 80.5%. RXN SMILES: Cl[C:2]1[N:3]=[CH:4][C:5]([C:8]([O:10][CH3:11])=[O:9])=[N:6][CH:7]=1.[F:12][C:13]([F:17])([F:16])[CH2:14][OH:15].C(=O)([O-])[O-].[K+].[K+]>>[F:12][C:13]([F:17])([F:16])[CH2:14][O:15][C:2]1[N:3]=[CH:4][C:5]([C:8]([O:10][CH3:11])=[O:9])=[N:6][CH:7]=1 |f:2.3.4|. Procedure details: To a mixture of methyl 5-chloropyrazine-2-carboxylate (1 g, 5.79 mmol) and 2,2,2-trifluoroethanol (2.111 ml, 29.0 mmol) was added potassium carbonate (0.801 g, 5.79 mmol). The reaction was stirred at ambient temperature for 16 hrs. The reaction was partitioned between ethyl acetate and water. The organic portion was concentrated and purified in 10-60% EtOAc/Heptane to give the title compound (1.1 g, 4.66 mmol, 80%). MS m/z=237.1 (M+H). The reactants are COC(=O)C1CN(C1)CC1=NC2=CC=C(C=C2C(=C1)C(F)(F)F)O[C@@H]1CC[C@H](CC1)C(C)(C)C (1-[6-(trans-4-tert-Butyl-cyclohexyloxy)-4-trifluoromethyl-quinolin-2-ylmethyl]-azetidine-3-carboxylic acid methyl ester), BrC1=CC(=NC2=CC=C(C=C12)O[C@@H]1CC[C@H](CC1)C(C)(C)C)C=O (4-Bromo-6-(trans-4-tert-butyl-cyclohexyloxy)-quinoline-2-carbaldehyde). The product is COC(=O)C1CN(C1)CC1=NC2=CC=C(C=C2C(=C1)Br)O[C@@H]1CC[C@H](CC1)C(C)(C)C (1-[4-Bromo-6-(trans-4-tert-butyl-cyclohexyloxy)-quinolin-2-ylmethyl]-azetidine-3-carboxylic acid methyl ester). As a reaction SMILES: [CH3:1][O:2][C:3]([CH:5]1[CH2:8][N:7]([CH2:9][C:10]2[CH:19]=[C:18](C(F)(F)F)[C:17]3[C:12](=[CH:13][CH:14]=[C:15]([O:24][C@H:25]4[CH2:30][CH2:29][C@H:28]([C:31]([CH3:34])([CH3:33])[CH3:32])[CH2:27][CH2:26]4)[CH:16]=3)[N:11]=2)[CH2:6]1)=[O:4].[Br:35]C1C2C(=CC=C(O[C@H]3CC[C@H](C(C)(C)C)CC3)C=2)N=C(C=O)C=1>>[CH3:1][O:2][C:3]([CH:5]1[CH2:8][N:7]([CH2:9][C:10]2[CH:19]=[C:18]([Br:35])[C:17]3[C:12](=[CH:13][CH:14]=[C:15]([O:24][C@H:25]4[CH2:30][CH2:29][C@H:28]([C:31]([CH3:34])([CH3:33])[CH3:32])[CH2:27][CH2:26]4)[CH:16]=3)[N:11]=2)[CH2:6]1)=[O:4]. Reported procedure: Synthesized as per 1-[6-(trans-4-tert-Butyl-cyclohexyloxy)-4-trifluoromethyl-quinolin-2-ylmethyl]-azetidine-3-carboxylic acid methyl ester using 4-Bromo-6-(trans-4-tert-butyl-cyclohexyloxy)-quinoline-2-carbaldehyde as starting material. ESI-MS(M+H+): 489.20/491.20. Reactants: C1CCC2=NCCCN2CC1, CN1CCCC1=O, NCCC1CC1C1CCN(c2ncc(Cl)cn2)CC1, CS(=O)(=O)c1ccc(F)cc1, O. Yields the product CS(=O)(=O)c1ccc(NCCC2CC2C2CCN(c3ncc(Cl)cn3)CC2)cc1. Reaction SMILES: [CH2:20]1[CH2:21][CH2:22][C:23]2=[N:28][CH2:27][CH2:26][CH2:25][N:24]2[CH2:29][CH2:30]1.[CH3:43][N:44]1[CH2:45][CH2:46][CH2:47][C:48]1=[O:49].[Cl:1][c:2]1[cH:3][n:4][c:5]([N:8]2[CH2:9][CH2:10][CH:11]([CH:14]3[CH:15]([CH2:17][CH2:18][NH2:19])[CH2:16]3)[CH2:12][CH2:13]2)[n:6][cH:7]1.[F:31][c:32]1[cH:33][cH:34][c:35]([S:38](=[O:39])(=[O:40])[CH3:41])[cH:36][cH:37]1.[OH2:42]>>[Cl:1][c:2]1[cH:3][n:4][c:5]([N:8]2[CH2:9][CH2:10][CH:11]([CH:14]3[CH:15]([CH2:17][CH2:18][NH:19][c:32]4[cH:33][cH:34][c:35]([S:38](=[O:39])(=[O:40])[CH3:41])[cH:36][cH:37]4)[CH2:16]3)[CH2:12][CH2:13]2)[n:6][cH:7]1. Starting materials: N1=CC=C(C=C1)C1=C2CC(NC2=CC=C1)=O (4-Pyridin-4-yl-1,3-dihydroindol-2-one), C(C)C1=CC(=C(N1)C=O)CCC(=O)O (3-(5-ethyl-2-formyl-1H-pyrrol-3-yl)-propionic acid). Yields the product C(C)C1=CC(=C(N1)C=C1C(NC2=CC=CC(=C12)C1=CC=NC=C1)=O)CCC(=O)O (3-[5-Ethyl-2-(2-oxo-4-pyridin-4-yl-1,2-dihydroindol-3-ylidenemethyl)-1H-pyrrol-3-yl]-propionic Acid). RXN SMILES: [N:1]1[CH:6]=[CH:5][C:4]([C:7]2[CH:15]=[CH:14][CH:13]=[C:12]3[C:8]=2[CH2:9][C:10](=[O:16])[NH:11]3)=[CH:3][CH:2]=1.[CH2:17]([C:19]1[NH:23][C:22]([CH:24]=O)=[C:21]([CH2:26][CH2:27][C:28]([OH:30])=[O:29])[CH:20]=1)[CH3:18]>>[CH2:17]([C:19]1[NH:23][C:22]([CH:24]=[C:9]2[C:8]3[C:12](=[CH:13][CH:14]=[CH:15][C:7]=3[C:4]3[CH:5]=[CH:6][N:1]=[CH:2][CH:3]=3)[NH:11][C:10]2=[O:16])=[C:21]([CH2:26][CH2:27][C:28]([OH:30])=[O:29])[CH:20]=1)[CH3:18]. Procedure: 4-Pyridin-4-yl-1,3-dihydroindol-2-one was condensed with 3-(5-ethyl-2-formyl-1H-pyrrol-3-yl)-propionic acid to give the title compound. Reaction SMILES: [NH:1]1[C:9]2[C:4](=[CH:5][CH:6]=[CH:7][CH:8]=2)[C:3]([C:10]([OH:12])=[O:11])=[CH:2]1.[CH2:13]([O:20][C:21](Cl)=[O:22])[C:14]1[CH:19]=[CH:18][CH:17]=[CH:16][CH:15]=1>O.CC(O)=O.[Rh]>[C:21]([N:1]1[CH:9]2[CH:4]([CH2:5][CH2:6][CH2:7][CH2:8]2)[CH:3]([C:10]([OH:12])=[O:11])[CH2:2]1)([O:20][CH2:13][C:14]1[CH:19]=[CH:18][CH:17]=[CH:16][CH:15]=1)=[O:22]. The reagents and catalysts are [Rh] (Rh/Al2O3). Starting materials: N1C=C(C2=CC=CC=C12)C(=O)O (indole-3-carboxylic acid), C(C1=CC=CC=C1)OC(=O)Cl (benzylchloroformate). Reaction conditions: time 30 hour. Procedure: A solution of 25 g (155 mmol) of indole-3-carboxylic acid in 1500 mL H2O and 150 mL HOAc was charged with 25 g of 5% Rh/Al2O3 and the mixture hydrogenated at 60 psi for 30 hr at 60° C. The mixture was filtered through Celite® and evaporated in vacuo to a dark oil which was treated with benzylchloroformate (26.35 g; 155 mmol) under basic conditions substantially according to the procedures of Example 1,A. The crude product crystallized out of hot CH2Cl2 /hexanes to yield 16.06 g (53 mmol; 49%) of... Run in O (H2O), CC(=O)O (HOAc). The product is C(=O)(OCC1=CC=CC=C1)N1CC(C2CCCCC12)C(=O)O (N-Cbz-3-perhydroindolylcarboxylic acid). The yield is 34.2%. Starting materials: CCOC(=O)c1[nH]c2ccccc2c1NC(=O)c1ccccc1, CC(C)O, N, O=P(Cl)(Cl)Cl. The product is NC(=O)c1[nH]c2ccccc2c1NC(=O)c1ccccc1. As a reaction SMILES: [C:1]([c:2]1[cH:3][cH:4][cH:5][cH:6][cH:7]1)(=[O:8])[NH:9][c:10]1[c:11]([C:19]([O:21][CH2:20][CH3:22])=[O:23])[nH:12][c:13]2[cH:14][cH:15][cH:16][cH:17][c:18]12.[CH:30]([OH:31])([CH3:32])[CH3:33].[NH3:29].[P:24]([Cl:25])([Cl:26])([Cl:27])=[O:28]>>[C:1]([c:2]1[cH:3][cH:4][cH:5][cH:6][cH:7]1)(=[O:8])[NH:9][c:10]1[c:11]([C:19](=[O:21])[NH2:29])[nH:12][c:13]2[cH:14][cH:15][cH:16][cH:17][c:18]12.